Dataset: the Open Reaction Database (ORD), a public repository of structured organic reaction records. Task: describe an organic reaction: reactants, conditions, products, and yield The reactants are OCC=1C(=CC2=CC(=CC=C2C1C1=CSC=C1)O)C(=O)O (3-hydroxymethyl-4-(3-thienyl)-7-hydroxy-2-naphthoic acid), lactone, OC=1C(=C(C2=CC(=CC=C2C1C1=COC=C1)O)C)C(=O)O (3-hydroxy-methyl-4-(3-furyl)-7-hydroxy-2-naphthoic acid), Lactone. Yields the product OCC=1C(=CC2=CC(=CC=C2C1C1=COC=C1)O)C(=O)O (3-hydroxymethyl-4-(3-furyl)-7-hydroxy-2-naphthoic acid), OC=1C(=C(C2=CC(=CC=C2C1C1=COC=C1)O)C)C(=O)O (3-hydroxy-methyl-4-(3-furyl)-7-hydroxy-2-naphthoic acid), title compound. Reaction SMILES: [OH:1][C:2]1[C:3]([C:19]([OH:21])=[O:20])=[C:4]([CH3:18])[C:5]2[C:10]([C:11]=1[C:12]1[CH:16]=[CH:15][O:14][CH:13]=1)=[CH:9][CH:8]=[C:7]([OH:17])[CH:6]=2.[OH:22][CH2:23]C1C(C(O)=O)=CC2C(C=1C1C=CSC=1)=CC=C(O)C=2>>[OH:22][CH2:23][C:2]1[C:3]([C:19]([OH:21])=[O:20])=[CH:4][C:5]2[C:10]([C:11]=1[C:12]1[CH:16]=[CH:15][O:14][CH:13]=1)=[CH:9][CH:8]=[C:7]([OH:17])[CH:6]=2.[OH:1][C:2]1[C:3]([C:19]([OH:21])=[O:20])=[C:4]([CH3:18])[C:5]2[C:10]([C:11]=1[C:12]1[CH:16]=[CH:15][O:14][CH:13]=1)=[CH:9][CH:8]=[C:7]([OH:17])[CH:6]=2. Procedure: Following the procedure described in Example 7, but substituting (1S,5R) 3-[3-(3α-hydroxy-6,8-dioxabicyclo[3.2.1]octanyl)]benzyl alcohol (Alcohol 3) for 5-[4-(4-hydroxy)tetrahydropyranyl]pyridin-3-ylmethanol (Alcohol 1), and substituting 3-hydroxymethyl-4-(3-thienyl)-7-hydroxy-2-naphthoic acid, lactone form (Lactone 4), for 3-hydroxymethyl-4-(3-furyl)-7-hydroxy-2-naphthoic acid, lactone form (Lactone 1), the title compound was obtained as a solid; m.p. 221°-222° C. The reactants are C(#N)[C@@H]1CC[C@H](CC1)C(=O)O (trans-4-cyanocyclohexanecarboxylic acid), S(=O)(Cl)Cl (thionyl chloride), CC1OC(OC(O1)C)C (Paraldehyde). Procedure: trans-4-cyanocyclohexanecarboxylic acid (7.7 g; 0.05 mol) and thionyl chloride (8.0 g; 0.066 mol) was mixed and refluxed for 30 min. Excess thionyl chloride was evaporated in vacuum. Paraldehyde (2.5 g; 0.062 mol) and a catalytic amount of zinc chloride were added and the mixture was heated at 90° C. for 11/2 h with stirring. The cooled mixture was extracted with ether, washed with sodium bicarbonate solution, dried and evaporated, the product was distilled at 112° C./1 Pa. Yield 6.5 g of an oil... Reagents/catalysts: [Cl-].[Zn+2].[Cl-] (zinc chloride). Reaction SMILES: [C:1]([C@H:3]1[CH2:8][CH2:7][C@H:6]([C:9]([OH:11])=[O:10])[CH2:5][CH2:4]1)#[N:2].S(Cl)([Cl:14])=O.CC1OC(C)O[CH:19]([CH3:24])O1>[Cl-].[Zn+2].[Cl-]>[C:1]([C@H:3]1[CH2:4][CH2:5][C@H:6]([C:9]([O:11][CH:19]([Cl:14])[CH3:24])=[O:10])[CH2:7][CH2:8]1)#[N:2] |f:3.4.5|. Product: C(#N)[C@@H]1CC[C@H](CC1)C(=O)OC(C)Cl (1-(trans-4-cyanocyclohexanoyloxy)ethyl chloride). Run at temperature 90 celsius. The reactants are O=C(c1ccc(Br)cc1)c1ccc(Br)cc1, OC(c1ccc(Cl)cc1)c1ccccc1Cl. Product: OC(c1ccc(Br)cc1)c1ccc(Br)cc1. As a reaction SMILES: [Br:1][c:2]1[cH:3][cH:4][c:5]([C:6](=[O:7])[c:8]2[cH:9][cH:10][c:11]([Br:14])[cH:12][cH:13]2)[cH:15][cH:16]1.[Cl:17][c:18]1[cH:19][cH:20][cH:21][cH:22][c:23]1[CH:24]([OH:25])[c:26]1[cH:27][cH:28][c:29]([Cl:30])[cH:31][cH:32]1>>[Br:1][c:2]1[cH:3][cH:4][c:5]([CH:6]([OH:7])[c:8]2[cH:9][cH:10][c:11]([Br:14])[cH:12][cH:13]2)[cH:15][cH:16]1. Starting materials: ClC=1C=2N(C=CN1)C(=NC2I)C2CCC2 (8-chloro-3-cyclobutyl-1-iodoimidazo[1,5-a]pyrazine), N (NH3). Solvent: CC(C)O (IPA). Run at temperature 115 celsius. Yields the product C1(CCC1)C1=NC(=C2N1C=CN=C2N)I (3-Cyclobutyl-1-iodoimidazo[1,5-a]pyrazin-8-amine). RXN SMILES: Cl[C:2]1[C:3]2[N:4]([C:8]([CH:12]3[CH2:15][CH2:14][CH2:13]3)=[N:9][C:10]=2[I:11])[CH:5]=[CH:6][N:7]=1.[NH3:16]>CC(O)C>[CH:12]1([C:8]2[N:4]3[CH:5]=[CH:6][N:7]=[C:2]([NH2:16])[C:3]3=[C:10]([I:11])[N:9]=2)[CH2:15][CH2:14][CH2:13]1. Procedure details: A Parr bomb containing 8-chloro-3-cyclobutyl-1-iodoimidazo[1,5-a]pyrazine (759 mg, 2.3 mmol) in IPA (100 mL) was saturated with NH3(g) for 5 min at 0° C. then sealed and heated at 115° C. for 38 h. The reaction mixture was then concentrated under reduced pressure, partitioned between DCM (200 mL) and H2O (50 mL) and extracted with DCM (50 mL). Combined organic fractions were washed with brine, dried (Na2SO4) and concentrated under reduced pressure to provide the title compound as a white solid; ... The reactants are COC1=C2C(CC(C2=CC(=C1OC)OC)=O)C1=CC(=C(C(=C1)OC)OC)OC (4,5,6-trimethoxy-3-(3,4,5-trimethoxyphenyl)-indan-1-one), C1OC=2C=C(C=O)C=CC2O1 (3,4-methylenedioxybenzaldehyde), Cl (HCl), COC1=C2C(CC(C2=CC(=C1OC)OC)=O)C1=CC(=C(C(=C1)OC)OC)OC (4,5,6-trimethoxy-3-(3,4,5-trimethoxyphenyl)-indan-1-one), C([O-])([O-])=O.[K+].[K+] (potassium carbonate). Run in O (water). Run at temperature 30 celsius, time 1 hour. Yields the product COC1=C2CCC(C2=CC(=C1OC)OC)=O (4,5,6-trimethoxyindanone). The yield is 144.0%. RXN SMILES: [CH3:1][O:2][C:3]1[C:11]([O:12][CH3:13])=[C:10]([O:14][CH3:15])[CH:9]=[C:8]2[C:4]=1[CH:5](C1C=C(OC)C(OC)=C(OC)C=1)[CH2:6][C:7]2=[O:16].C(=O)([O-])[O-].[K+].[K+].C1OC2C=CC(C=O)=CC=2O1.Cl>O>[CH3:1][O:2][C:3]1[C:11]([O:12][CH3:13])=[C:10]([O:14][CH3:15])[CH:9]=[C:8]2[C:4]=1[CH2:5][CH2:6][C:7]2=[O:16] |f:1.2.3|. Procedure: 4,5,6-trimethoxy-3-(3,4,5-trimethoxyphenyl)-indan-1-one (formula 7, 250 mg) was taken in 5% aqueous-methanolic (1:3) potassium carbonate (10 mL). To this stirred solution 3,4-methylenedioxybenzaldehyde (100 mg) was added and further stirred at room temperature at 30° C. for 1 hour. On completion, the reaction mixture was diluted with water, acidified with dil. HCl and extracted with ethyl acetate. The organic layer was washed with water, dried over anhydrous sodium sulphate and evaporated to get...